From a dataset of the Open Reaction Database (ORD), a public repository of structured organic reaction records. describe an organic reaction: reactants, conditions, products, and yield Starting materials: ClC=1N=C(SC1C(C)=NO)C=1C=NC=CC1 (1-[4-chloro-2-(3-pyridyl)thiazol-5-yl]ethanone oxime), [H-].[Na+] (sodium hydride), COC1=NC(=NC(=C1)OC)S(=O)(=O)C (4,6-dimethoxy-2-methylsulfonyl-pyrimidine). Solvent: CN(C)C=O (DMF), CN(C)C=O (DMF). Conditions: time 1 hour. Yields the product ClC=1N=C(SC1C(C)=NOC1=NC(=CC(=N1)OC)OC)C=1C=NC=CC1 (1-[4-chloro-2-(3-pyridyl)thiazol-5-yl]-N-(4,6-dimethoxypyrimidin-2-yl)oxy-ethanimine). Reaction SMILES: [H-].[Na+].[Cl:3][C:4]1[N:5]=[C:6]([C:13]2[CH:14]=[N:15][CH:16]=[CH:17][CH:18]=2)[S:7][C:8]=1[C:9](=[N:11][OH:12])[CH3:10].[CH3:19][O:20][C:21]1[CH:26]=[C:25]([O:27][CH3:28])[N:24]=[C:23](S(C)(=O)=O)[N:22]=1>CN(C=O)C>[Cl:3][C:4]1[N:5]=[C:6]([C:13]2[CH:14]=[N:15][CH:16]=[CH:17][CH:18]=2)[S:7][C:8]=1[C:9](=[N:11][O:12][C:23]1[N:24]=[C:25]([O:27][CH3:28])[CH:26]=[C:21]([O:20][CH3:19])[N:22]=1)[CH3:10] |f:0.1|. Procedure details: To a suspension of sodium hydride (NaH, 60% dispersion in mineral oil: 48 mg, 1.2 mmol) in DMF (2 ml) was added a solution of 1-[4-chloro-2-(3-pyridyl)thiazol-5-yl]ethanone oxime (253.7 mg, 1 mmol) in DMF (3 ml), and the resulting frothy mixture was stirred for 1 hour. After that, 4,6-dimethoxy-2-methylsulfonyl-pyrimidine (218 mg, 1 mmol) was added into the above solution. The homogeneous, dark-red solution was stirred at ambient temperature for 18 hours. The precipitated brown solid was filtere... The reactants are mmol[Co2(CO)m], C(C=C)N(S(=O)(=O)C1=CC=C(C=C1)C)CC#C (N-(2-propenyl)-N-(2-propynyl)-4-methylphenylsulfonamide), C1CCOC1 (THF). Reagents/catalysts: catalyst A. Conditions: temperature 65 celsius. Product: CC1=CC=C(C=C1)S(=O)(=O)N1CC=2C(C1)CC(C2)=O (2,3,3a,4-Tetrahydro-2-[(4-methylphenyl)sulfonyl]-cyclopenta[c]pyrrol-5(1H)-one). Yield: 33.0%. As a reaction SMILES: [CH2:1]([N:4]([CH2:15][C:16]#[CH:17])[S:5]([C:8]1[CH:13]=[CH:12][C:11]([CH3:14])=[CH:10][CH:9]=1)(=[O:7])=[O:6])[CH:2]=[CH2:3].C1C[O:21][CH2:20]C1>>[CH3:14][C:11]1[CH:10]=[CH:9][C:8]([S:5]([N:4]2[CH2:1][CH:2]3[CH2:3][C:20](=[O:21])[CH:17]=[C:16]3[CH2:15]2)(=[O:7])=[O:6])=[CH:13][CH:12]=1. Procedure: To a suspension of the catalyst A precursor resin, shown above {24 mg, 0.025 mmol[Co2(CO)m]} in anhydrous THF(5 cm3) was added N-(2-propenyl)-N-(2-propynyl)-4-methylphenylsulfonamide (125 mg, 0.5 mmol) and the resulting mixture was heated to 65° C. under an atmosphere of CO (50 mbar). After 48 h the mixture was filtered, the resin was washed with THF (2×1 cm3) and the combined filtrates were concentrated in vacuo. 1H-NMR spectroscopy of the pale yellow residue indicated a 1:1 mixture of starting...